From a dataset of the Open Reaction Database (ORD), a public repository of structured organic reaction records. describe an organic reaction: reactants, conditions, products, and yield Reactants: ClC1=C(C=NC2=CC(=C(C=C12)OC)N1CCN(CC1)C)C#N (4-chloro-6-methoxy-7-(4-methylpiperazin-1-yl)-quinoline-3-carbonitrile), O(C1=CC=CC=C1)C1=CC=C(N)C=C1 (4-phenoxyaniline), Cl.N1=CC=CC=C1 (pyridine hydrochloride). The solvent is C(C)OCCO (2-ethoxyethanol). Run at temperature 115 celsius, time 45 minute. Yields the product COC=1C=C2C(=C(C=NC2=CC1N1CCN(CC1)C)C#N)NC1=CC=C(C=C1)OC1=CC=CC=C1 (6-methoxy-7-(4-methylpiperazin-1-yl)-4-(4-phenoxyphenylamino)-quinoline-3-carbonitrile). Yield: 62.2%. As a reaction SMILES: Cl[C:2]1[C:11]2[C:6](=[CH:7][C:8]([N:14]3[CH2:19][CH2:18][N:17]([CH3:20])[CH2:16][CH2:15]3)=[C:9]([O:12][CH3:13])[CH:10]=2)[N:5]=[CH:4][C:3]=1[C:21]#[N:22].[O:23]([C:30]1[CH:36]=[CH:35][C:33]([NH2:34])=[CH:32][CH:31]=1)[C:24]1[CH:29]=[CH:28][CH:27]=[CH:26][CH:25]=1.Cl.N1C=CC=CC=1>C(OCCO)C>[CH3:13][O:12][C:9]1[CH:10]=[C:11]2[C:6](=[CH:7][C:8]=1[N:14]1[CH2:19][CH2:18][N:17]([CH3:20])[CH2:16][CH2:15]1)[N:5]=[CH:4][C:3]([C:21]#[N:22])=[C:2]2[NH:34][C:33]1[CH:32]=[CH:31][C:30]([O:23][C:24]2[CH:29]=[CH:28][CH:27]=[CH:26][CH:25]=2)=[CH:36][CH:35]=1 |f:2.3|. Procedure: A reaction mixture of 0.12 g (0.38 mmol) of 4-chloro-6-methoxy-7-(4-methylpiperazin-1-yl)-quinoline-3-carbonitrile, 0.077 g (0.42 mmol) of 4-phenoxyaniline and 0.044 g (0.38 mmol) of pyridine hydrochloride in 2 ml of 2-ethoxyethanol is heated at 115° C. for 45 minutes. After cooling, the mixture is filtered, washed with cold 2-ethoxyethanol, then ethyl acetate. After drying in vacuo, the solid is suspended in a saturated solution of sodium carbonate, stirred for 45 minutes and collected by filtr... Reactants: Cl (HCl), COC1=CC=C(CSC(C(=C(NC(=O)OC2=CC=CC=C2)S)C#N)=N)C=C1 (2-Cyano-3-mercapto-3-phenoxycarbonylamino-thioacrylimidic acid 4-methoxy-benzyl ester), N1=CC=CC=C1 (pyridine), II (iodine). The solvent is C(C)(=O)OCC (ethyl acetate), C(C)(=O)OCC (ethyl acetate). Reaction conditions: time 1 hour. The product is C1(=CC=CC=C1)OC(NC1=C(C(=NS1)SCC1=CC=C(C=C1)OC)C#N)=O ([4-cyano-3-(4-methoxy-benzylsulfanyl)-isothiazol-5-yl]-carbamic acid phenyl ester). The yield is 62.9%. As a reaction SMILES: [CH3:1][O:2][C:3]1[CH:27]=[CH:26][C:6]([CH2:7][S:8][C:9](=[NH:25])[C:10]([C:23]#[N:24])=[C:11]([SH:22])[NH:12][C:13]([O:15][C:16]2[CH:21]=[CH:20][CH:19]=[CH:18][CH:17]=2)=[O:14])=[CH:5][CH:4]=1.N1C=CC=CC=1.II.Cl>C(OCC)(=O)C>[C:16]1([O:15][C:13](=[O:14])[NH:12][C:11]2[S:22][N:25]=[C:9]([S:8][CH2:7][C:6]3[CH:26]=[CH:27][C:3]([O:2][CH3:1])=[CH:4][CH:5]=3)[C:10]=2[C:23]#[N:24])[CH:17]=[CH:18][CH:19]=[CH:20][CH:21]=1. Reported procedure: To a mixture of 2-Cyano-3-mercapto-3-phenoxycarbonylamino-thioacrylimidic acid 4-methoxy-benzyl ester (11 g, 28 mmol) and ethyl acetate (250 mL) was added, at 0° C., pyridine (4.4 g, 55 mmol). A solution of iodine (7.0 g, 28 mmol) in 350 mL of ethyl acetate was added dropwise over 1 hour. The resulting suspension was stirred for 1 hour, treated with 200 mL of 1 M HCl and filtered, affording 7.0 g (64%) of [4-cyano-3-(4-methoxy-benzylsulfanyl)-isothiazol-5-yl]-carbamic acid phenyl ester as a colo... Starting materials: CCNCC, ClCCl, CC(Cl)=NS(=O)(=O)c1cc(Br)c(N)c(Br)c1, O. Yields the product CCN(CC)C(C)=NS(=O)(=O)c1cc(Br)c(N)c(Br)c1. As a reaction SMILES: [CH2:17]([CH3:18])[NH:19][CH2:20][CH3:21].[CH2:23]([Cl:24])[Cl:25].[NH2:1][c:2]1[c:3]([Br:16])[cH:4][c:5]([S:9](=[O:10])(=[O:11])[N:12]=[C:13]([CH3:14])[Cl:15])[cH:6][c:7]1[Br:8].[OH2:22]>>[NH2:1][c:2]1[c:3]([Br:16])[cH:4][c:5]([S:9](=[O:10])(=[O:11])[N:12]=[C:13]([CH3:14])[N:19]([CH2:17][CH3:18])[CH2:20][CH3:21])[cH:6][c:7]1[Br:8]. The reactants are [BH3-]C#N, O=C1CCN(C(=O)C(Cc2ccccc2)NC(=O)c2cc3cc(Cl)ccc3[nH]2)CC1, CNC, CO, CC(=O)[O-], Cl, [Na+], [Na+]. Yields the product CNC1CCN(C(=O)C(Cc2ccccc2)NC(=O)c2cc3cc(Cl)ccc3[nH]2)CC1. As a reaction SMILES: [C:10]([BH3-:11])#[N:12].[CH2:14]([c:15]1[cH:16][cH:17][cH:18][cH:19][cH:20]1)[CH:21]([C:22]([N:23]1[CH2:24][CH2:25][C:26](=[O:29])[CH2:27][CH2:28]1)=[O:30])[NH:31][C:32](=[O:33])[c:34]1[nH:35][c:36]2[cH:37][cH:38][c:39]([Cl:43])[cH:40][c:41]2[cH:42]1.[CH3:2][NH:3][CH3:4].[CH3:44][OH:45].[CH3:6][C:7](=[O:8])[O-:9].[ClH:1].[Na+:13].[Na+:5]>>[CH3:2][NH:3][CH:26]1[CH2:25][CH2:24][N:23]([C:22]([CH:21]([CH2:14][c:15]2[cH:16][cH:17][cH:18][cH:19][cH:20]2)[NH:31][C:32](=[O:33])[c:34]2[nH:35][c:36]3[cH:37][cH:38][c:39]([Cl:43])[cH:40][c:41]3[cH:42]2)=[O:30])[CH2:28][CH2:27]1. The solvent is CC#N (CH3CN). Procedure details: To a mixture of 1-bromo-4-(3-bromopropoxy)benzene (300 mg, 1.02 mmol) and 1-methylpiperazine (100 mg, 1.02 mmol) in CH3CN (6 mL) was added Cs2CO3 (365 mg, 1.10 mmol). The mixture was stirred at 75° C. for 5 hours. The mixture was poured into ethyl acetate and washed with water. The organic phase was dried over sodium sulfate, filtered, and concentrated to give the title compound (280 mg, 75% yield) as a yellow oil. Reaction SMILES: [Br:1][C:2]1[CH:7]=[CH:6][C:5]([O:8][CH2:9][CH2:10][CH2:11]Br)=[CH:4][CH:3]=1.[CH3:13][N:14]1[CH2:19][CH2:18][NH:17][CH2:16][CH2:15]1.C([O-])([O-])=O.[Cs+].[Cs+].C(OCC)(=O)C>CC#N>[Br:1][C:2]1[CH:7]=[CH:6][C:5]([O:8][CH2:9][CH2:10][CH2:11][N:17]2[CH2:18][CH2:19][N:14]([CH3:13])[CH2:15][CH2:16]2)=[CH:4][CH:3]=1 |f:2.3.4|. Starting materials: C(C)(=O)OCC (ethyl acetate), BrC1=CC=C(C=C1)OCCCBr (1-bromo-4-(3-bromopropoxy)benzene), CN1CCNCC1 (1-methylpiperazine), C(=O)([O-])[O-].[Cs+].[Cs+] (Cs2CO3). Product: BrC1=CC=C(OCCCN2CCN(CC2)C)C=C1 (1-(3-(4-bromophenoxy)propyl)-4-methylpiperazine). Isolated yield 87.6%. Conditions: temperature 75 celsius, time 5 hour. Reactants: N#Cc1cccc(N2CCc3cc(OCc4ccccc4)ccc32)c1, CC(=O)[O-], CO, CC(=O)OC(C)=O, [H][H], [Na+]. The product is CC(=O)NCc1cccc(N2CCc3cc(OCc4ccccc4)ccc32)c1. As a reaction SMILES: [CH2:1]([c:2]1[cH:3][cH:4][cH:5][cH:6][cH:7]1)[O:8][c:9]1[cH:10][c:11]2[c:15]([cH:16][cH:17]1)[N:14]([c:18]1[cH:19][c:20]([C:21]#[N:22])[cH:23][cH:24][cH:25]1)[CH2:13][CH2:12]2.[CH3:27][C:28]([O-:29])=[O:30].[CH3:33][OH:34].[CH3:35][C:36]([O:37][C:38](=[O:39])[CH3:40])=[O:41].[H:31][H:32].[Na+:26]>>[CH2:1]([c:2]1[cH:3][cH:4][cH:5][cH:6][cH:7]1)[O:8][c:9]1[cH:10][c:11]2[c:15]([cH:16][cH:17]1)[N:14]([c:18]1[cH:19][c:20]([CH2:21][NH:22][C:28]([CH3:27])=[O:29])[cH:23][cH:24][cH:25]1)[CH2:13][CH2:12]2. Reactants: [Na] (sodium), C(C(=O)C)C(C(=O)OCC)CC(=O)OCC (diethyl acetonylsuccinate). The solvent is C(C)O (ethanol). Product: [Na] (sodium), O=C1CC(CC(C1)=O)C(=O)OCC (ethyl 3,5-dioxocyclohexanecarboxylate). As a reaction SMILES: [Na:1].[CH2:2]([CH:6]([CH2:12][C:13]([O:15]CC)=O)[C:7]([O:9][CH2:10][CH3:11])=[O:8])[C:3]([CH3:5])=[O:4]>C(O)C>[Na:1].[O:15]=[C:13]1[CH2:5][C:3](=[O:4])[CH2:2][CH:6]([C:7]([O:9][CH2:10][CH3:11])=[O:8])[CH2:12]1 |^1:0,20|. Reported procedure: To 150 ml of ethanol containing 3.4 g of sodium was added dropwise 31 g of diethyl acetonylsuccinate (or diethyl acetmethylsuccinate) over about one hour with stirring at ambient temperature. The mixture was heated under reflux for 2 hours and then cooled to room temperature, followed by distillation off of the ethanol under reduced pressure. There was thus obtained a brown viscous liquid comprising sodium salt of ethyl 3,5-dioxocyclohexanecarboxylate as formed, to which were added 100 ml of tol... Reactants: COc1ccc(Br)c2cc(COC3CCN(C(=O)OC(C)(C)C)CC3)oc12, ClCCl, O=C(O)C(F)(F)F. Product: COc1ccc(Br)c2cc(COC3CCNCC3)oc12. As a reaction SMILES: [C:8]([O:9][C:10](=[O:11])[N:15]1[CH2:16][CH2:17][CH:18]([O:21][CH2:22][c:23]2[o:24][c:25]3[c:26]([cH:27]2)[c:28]([Br:34])[cH:29][cH:30][c:31]3[O:32][CH3:33])[CH2:19][CH2:20]1)([CH3:12])([CH3:13])[CH3:14].[Cl:35][CH2:36][Cl:37].[OH:1][C:2]([C:3]([F:4])([F:5])[F:6])=[O:7]>>[NH:15]1[CH2:16][CH2:17][CH:18]([O:21][CH2:22][c:23]2[o:24][c:25]3[c:26]([cH:27]2)[c:28]([Br:34])[cH:29][cH:30][c:31]3[O:32][CH3:33])[CH2:19][CH2:20]1.